Dataset: the Open Reaction Database (ORD), a public repository of structured organic reaction records. Task: describe an organic reaction: reactants, conditions, products, and yield Starting materials: ClC=1C=C(C=C(C1)[N+](=O)[O-])O (3-Chloro-5-nitrophenol), [Cl-].[NH4+] (ammonium chloride). The reagents and catalysts are [Zn] (zinc). The solvent is C(C)O (ethanol), O (water). Run at temperature 60 celsius, time 3 hour. Product: NC=1C=C(C=C(C1)Cl)O (3-Amino-5-chlorophenol). The yield is 79.3%. As a reaction SMILES: [Cl:1][C:2]1[CH:3]=[C:4]([OH:11])[CH:5]=[C:6]([N+:8]([O-])=O)[CH:7]=1.[Cl-].[NH4+]>C(O)C.O.[Zn]>[NH2:8][C:6]1[CH:5]=[C:4]([OH:11])[CH:3]=[C:2]([Cl:1])[CH:7]=1 |f:1.2|. Procedure details: 3-Chloro-5-nitrophenol from Example 63A (3.00 g, 17.3 mmol) and zinc powder (5.65 g, 86.4 mmol) in ethanol (80 mL) were heated to 60° C., and a solution of ammonium chloride (1.85 g, 34.6 mmol) in water (16 mL) was added dropwise. The reaction was stirred for further 3 h at 60° C. It was then filtered through Celite®, and the solvent was removed in vacuo. The residue was dissolved in water and extracted with ethyl acetate. The organic layer was dried over sodium sulfate, and the solvent was remo... Starting materials: BrN1C(CCC1=O)=O (N-bromosuccinimide), N(=NC(C#N)(C)C)C(C#N)(C)C (2,2′-azobis(2-methylpropionitrile)), FC1=C(C=C(C=C1)F)C(C1=NC=C(C=C1)C)O (2-[(2,5-difluorophenyl)-hydroxymethyl]-5-methylpyridine), S(=S)(=O)([O-])[O-].[Na+].[Na+] (sodium thiosulfate), C(C)(=O)[O-].[Na+] (Sodium acetate). Solvent: C(C)(=O)OCC (ethyl acetate), C(Cl)(Cl)(Cl)Cl (carbon tetrachloride). Product: C(C)(=O)OCC=1C=NC(=CC1)C(=O)C1=C(C=CC(=C1)F)F ([6-(2,5-Difluorophenylcarbonyl)pyridin-3-yl]methyl Acetate). Isolated yield 18.4%. RXN SMILES: BrN1C(=O)CCC1=O.N(C(C)(C)C#N)=NC(C)(C)C#N.[F:21][C:22]1[CH:27]=[CH:26][C:25]([F:28])=[CH:24][C:23]=1[CH:29]([OH:37])[C:30]1[CH:35]=[CH:34][C:33]([CH3:36])=[CH:32][N:31]=1.S([O-])([O-])(=O)=S.[Na+].[Na+].[C:45]([O-:48])(=[O:47])[CH3:46].[Na+]>C(Cl)(Cl)(Cl)Cl.C(OCC)(=O)C>[C:45]([O:48][CH2:36][C:33]1[CH:32]=[N:31][C:30]([C:29]([C:23]2[CH:24]=[C:25]([F:28])[CH:26]=[CH:27][C:22]=2[F:21])=[O:37])=[CH:35][CH:34]=1)(=[O:47])[CH3:46] |f:3.4.5,6.7|. Reported procedure: While heating under reflux, N-bromosuccinimide (6.0 g, 33.6 mmol) and a catalytic amount of 2,2′-azobis(2-methylpropionitrile) were added to a solution of the 2-[(2,5-difluorophenyl)-hydroxymethyl]-5-methylpyridine (2.64 g, 11.2 mmol), which had been obtained in Referential Example 15, in carbon tetrachloride (60 ml). The resulting mixture was then, stirred. After reflux for 7 hours, the reaction mixture was cooled to room temperature and added to an aqueous solution of sodium thiosulfate. The m... Reaction SMILES: [Cl:1][C:2]1[CH:3]=[C:4]([CH2:9][N:10]2[C:14]([CH3:15])=[C:13]([C:16]([NH:18][C:19]3[CH:24]=[CH:23][C:22]([OH:25])=[C:21]([CH2:26][OH:27])[CH:20]=3)=[O:17])[N:12]=[N:11]2)[CH:5]=[CH:6][C:7]=1[Cl:8].C(=O)([O-])[O-].[K+].[K+].Cl.Cl[CH2:36][CH2:37][N:38]([CH3:40])[CH3:39]>CN(C=O)C>[Cl:1][C:2]1[CH:3]=[C:4]([CH2:9][N:10]2[C:14]([CH3:15])=[C:13]([C:16]([NH:18][C:19]3[CH:24]=[CH:23][C:22]([O:25][CH2:36][CH2:37][N:38]([CH3:40])[CH3:39])=[C:21]([CH2:26][OH:27])[CH:20]=3)=[O:17])[N:12]=[N:11]2)[CH:5]=[CH:6][C:7]=1[Cl:8] |f:1.2.3,4.5|. Reactants: ClC=1C=C(C=CC1Cl)CN1N=NC(=C1C)C(=O)NC1=CC(=C(C=C1)O)CO (1-[(3,4-dichlorophenyl)methyl]-N-[4-hydroxy-3-(hydroxymethyl)phenyl]-5-methyl-1H-1,2,3-triazole-4-carboxamide), C([O-])([O-])=O.[K+].[K+] (potassium carbonate), Cl.ClCCN(C)C ((2-chloroethyl)dimethylamine hydrochloride). Solvent: CN(C)C=O (DMF). Yields the product ClC=1C=C(C=CC1Cl)CN1N=NC(=C1C)C(=O)NC1=CC(=C(C=C1)OCCN(C)C)CO (1-[(3,4-Dichlorophenyl)methyl]-N-[4-{[2-(dimethylamino)ethyl]oxy}-3-(hydroxymethyl)phenyl]-5-methyl-1H-1,2,3-triazole-4-carboxamide), solid. Reported procedure: To a solution of 1-[(3,4-dichlorophenyl)methyl]-N-[4-hydroxy-3-(hydroxymethyl)phenyl]-5-methyl-1H-1,2,3-triazole-4-carboxamide (Example 26) (0.1 g, 0.245 mmol) in DMF (10 mL), were added potassium carbonate (0.07 g, 2 eq) and (2-chloroethyl)dimethylamine hydrochloride (0.07 g, 2 eq). The reaction was heated at 40° C. for 3 days. After evaporation, the residue was diluted with DCM, washed with water and dried over sodium sulphate. After purification by flash chromatography eluting with DCM/MeOH (... Conditions: temperature 40 celsius. Yield: 16.0%. Starting materials: FC=1C=C(C=O)C=CC1 (m-Fluorobenzaldehyde), C1(=CC=C(C=C1)S(=O)(=O)O)C (p-toluenesulfonic acid), N1CCOCC1 (morpholine), [C-]#N.[K+] (KCN). The solvent is C(Cl)Cl.CCCCCC (CH2Cl2 hexane). Yields the product FC=1C=C(C=CC1)C(C#N)N1CCOCC1 (α-(m-fluorophenyl)-4-morpholineacetonitrile). RXN SMILES: [F:1][C:2]1[CH:3]=[C:4]([CH:7]=[CH:8][CH:9]=1)[CH:5]=O.C1(C)C=CC(S(O)(=O)=O)=CC=1.[NH:21]1[CH2:26][CH2:25][O:24][CH2:23][CH2:22]1.[C-:27]#[N:28].[K+]>C(Cl)Cl.CCCCCC>[F:1][C:2]1[CH:3]=[C:4]([CH:5]([N:21]2[CH2:26][CH2:25][O:24][CH2:23][CH2:22]2)[C:27]#[N:28])[CH:7]=[CH:8][CH:9]=1 |f:3.4,5.6|. Reported procedure: As in Example 35, the following reactions are carried out. m-Fluorobenzaldehyde is reacted with p-toluenesulfonic acid, morpholine and KCN to give α-(m-fluorophenyl)-4-morpholineacetonitrile as crystals (from CH2Cl2 -hexane) m.p. 74°-75° C. The reactants are COC1=CC=C(C(=O)C2=C(SC3=C2C=C(C=C3)[N+](=O)[O-])CC)C=C1 (3-(4-methoxy benzoyl) 2-ethyl 5-nitro benzothiophene), Cl.N1=CC=CC=C1 (pyridine hydrochloride). The solvent is O (water). Conditions: temperature 185 celsius. The product is OC1=CC=C(C(=O)C2=C(SC3=C2C=C(C=C3)[N+](=O)[O-])CC)C=C1 (3-(4-hydroxy benzoyl) 2-ethyl 5-nitro benzothiophene). RXN SMILES: C[O:2][C:3]1[CH:24]=[CH:23][C:6]([C:7]([C:9]2[C:13]3[CH:14]=[C:15]([N+:18]([O-:20])=[O:19])[CH:16]=[CH:17][C:12]=3[S:11][C:10]=2[CH2:21][CH3:22])=[O:8])=[CH:5][CH:4]=1.Cl.N1C=CC=CC=1>O>[OH:2][C:3]1[CH:24]=[CH:23][C:6]([C:7]([C:9]2[C:13]3[CH:14]=[C:15]([N+:18]([O-:20])=[O:19])[CH:16]=[CH:17][C:12]=3[S:11][C:10]=2[CH2:21][CH3:22])=[O:8])=[CH:5][CH:4]=1 |f:1.2|. Procedure: A mixture of 7.7 g (0.0225 mole) of 3-(4-methoxy benzoyl) 2-ethyl 5-nitro benzothiophene and 35 g of pyridine hydrochloride are heated at 185° C. for 2.5 h. The mixture is cooled and taken up in 100 ml of water. The product is filtered off and washed on the filter with water and dried in a vacuum at a temperature of 50° C. After purification by chromatography on a column of silica (eluant: heptane/ethyl acetate 6/4), 5.6 g of 3-(4-hydroxy benzoyl) 2-ethyl 5-nitro benzothiophene are obtained. Starting materials: CC#N, COc1ccc(C(N)C2CCC(Oc3cc4ccnc(OCc5ccccc5)c4cc3Cl)CC2)cc1, CC(C)O, Cl, O. Product: Cl, COc1ccc(C(N)C2CCC(Oc3cc4cc[nH]c(=O)c4cc3Cl)CC2)cc1. Reaction SMILES: [C:39](#[N:40])[CH3:41].[CH2:2]([c:3]1[cH:4][cH:5][cH:6][cH:7][cH:8]1)[O:9][c:10]1[n:11][cH:12][cH:13][c:14]2[cH:15][c:16]([O:21][CH:22]3[CH2:23][CH2:24][CH:25]([CH:28]([c:29]4[cH:30][cH:31][c:32]([O:35][CH3:36])[cH:33][cH:34]4)[NH2:37])[CH2:26][CH2:27]3)[c:17]([Cl:20])[cH:18][c:19]12.[CH:42]([OH:43])([CH3:44])[CH3:45].[ClH:1].[OH2:38]>>[ClH:1].[O:9]=[c:10]1[nH:11][cH:12][cH:13][c:14]2[cH:15][c:16]([O:21][CH:22]3[CH2:23][CH2:24][CH:25]([CH:28]([c:29]4[cH:30][cH:31][c:32]([O:35][CH3:36])[cH:33][cH:34]4)[NH2:37])[CH2:26][CH2:27]3)[c:17]([Cl:20])[cH:18][c:19]12. Procedure details: The title compound, MS: m/e=299.2 (M+H+), was prepared in accordance with the general method of example 1 from 3-(2-methyl-1H-imidazol-4-ylethynyl)-benzonitrile and 2-fluoro-6-methylpyridine. As a reaction SMILES: [CH3:1][C:2]1[NH:3][CH:4]=[C:5]([C:7]#[C:8][C:9]2[CH:10]=[C:11]([CH:14]=[CH:15][CH:16]=2)[C:12]#[N:13])[N:6]=1.F[C:18]1[CH:23]=[CH:22][CH:21]=[C:20]([CH3:24])[N:19]=1>>[CH3:1][C:2]1[N:3]([C:18]2[CH:23]=[CH:22][CH:21]=[C:20]([CH3:24])[N:19]=2)[CH:4]=[C:5]([C:7]#[C:8][C:9]2[CH:10]=[C:11]([CH:14]=[CH:15][CH:16]=2)[C:12]#[N:13])[N:6]=1. The product is CC=1N(C=C(N1)C#CC=1C=C(C#N)C=CC1)C1=NC(=CC=C1)C (3-[2-Methyl-1-(6-methyl-pyridin-2-yl)-1H-imidazol-4-ylethynyl]-benzonitrile). The reactants are CC=1NC=C(N1)C#CC=1C=C(C#N)C=CC1 (3-(2-methyl-1H-imidazol-4-ylethynyl)-benzonitrile), FC1=NC(=CC=C1)C (2-fluoro-6-methylpyridine). Reactants: O=C(O)c1ccc([N+](=O)[O-])o1, CC1(c2cc(N)ccc2F)N=C(N)OCC1(F)F. Product: CC1(c2cc(NC(=O)c3ccc([N+](=O)[O-])o3)ccc2F)N=C(N)OCC1(F)F. RXN SMILES: [N+:19](=[O:20])([O-:21])[c:22]1[cH:23][cH:24][c:25]([C:27](=[O:28])[OH:29])[o:26]1.[NH2:1][c:2]1[cH:3][cH:4][c:5]([F:18])[c:6]([C:8]2([CH3:17])[N:9]=[C:10]([NH2:16])[O:11][CH2:12][C:13]2([F:14])[F:15])[cH:7]1>>[NH:1]([c:2]1[cH:3][cH:4][c:5]([F:18])[c:6]([C:8]2([CH3:17])[N:9]=[C:10]([NH2:16])[O:11][CH2:12][C:13]2([F:14])[F:15])[cH:7]1)[C:27]([c:25]1[cH:24][cH:23][c:22]([N+:19](=[O:20])[O-:21])[o:26]1)=[O:28]. Reactants: ClC(=O)OCC1=CC=CC=C1 (benzyl chloroformate), CN(C)CC1=CC=C(C=C1)SC1CCNCC1 (4-[4-(dimethylaminomethyl)phenylthio]piperidine), [OH-].[Na+] (sodium hydroxide), O (water), ClC(=O)OCC1=CC=CC=C1 (benzyl chloroformate), [OH-].[Na+] (sodium hydroxide). Run in O1CCCC1 (tetrahydrofuran), CCOCC (ether), O1CCCC1 (tetrahydrofuran). The product is C(C1=CC=CC=C1)OC(=O)N1CCC(CC1)SC1=CC=C(C=C1)CN(C)C (N-benzyloxycarbonyl-4-[4-(dimethylaminomethyl)phenylthio]piperidine). As a reaction SMILES: [CH3:1][N:2]([CH2:4][C:5]1[CH:10]=[CH:9][C:8]([S:11][CH:12]2[CH2:17][CH2:16][NH:15][CH2:14][CH2:13]2)=[CH:7][CH:6]=1)[CH3:3].[OH-].[Na+].O.Cl[C:22]([O:24][CH2:25][C:26]1[CH:31]=[CH:30][CH:29]=[CH:28][CH:27]=1)=[O:23]>O1CCCC1.CCOCC>[CH2:25]([O:24][C:22]([N:15]1[CH2:14][CH2:13][CH:12]([S:11][C:8]2[CH:7]=[CH:6][C:5]([CH2:4][N:2]([CH3:1])[CH3:3])=[CH:10][CH:9]=2)[CH2:17][CH2:16]1)=[O:23])[C:26]1[CH:31]=[CH:30][CH:29]=[CH:28][CH:27]=1 |f:1.2|. Reported procedure: 250 mg (1 mmol) of 4-[4-(dimethylaminomethyl)phenylthio]piperidine in 20 ml tetrahydrofuran are combined with 2 ml 2N sodium hydroxide solution and 5 ml water. At ambient temperature 200 mg (1.2 mmol) of benzyl chloroformate in 5 ml tetrahydrofuran are slowly added dropwise. After 1.5 hours at ambient temperature some benzyl chloroformate and sodium hydroxide solution are again added. After the addition of 100 ml ether the mixture is washed with saturated saline solution, the organic phase is dr... As a reaction SMILES: Cl[C:2]1[N:3]=[C:4]([N:23]2[CH2:28][CH2:27][S:26](=[O:29])[CH2:25][CH2:24]2)[C:5]2[N:11]=[CH:10][N:9]=[C:8]([S:12][CH:13]([CH3:22])[C:14]3[CH:19]=[CH:18][C:17]([S:20][CH3:21])=[CH:16][CH:15]=3)[C:6]=2[N:7]=1.[NH:30]1[CH2:35][CH2:34][NH:33][CH2:32][CH2:31]1>>[CH3:22][CH:13]([S:12][C:8]1[C:6]2[N:7]=[C:2]([N:30]3[CH2:35][CH2:34][NH:33][CH2:32][CH2:31]3)[N:3]=[C:4]([N:23]3[CH2:28][CH2:27][S:26](=[O:29])[CH2:25][CH2:24]3)[C:5]=2[N:11]=[CH:10][N:9]=1)[C:14]1[CH:19]=[CH:18][C:17]([S:20][CH3:21])=[CH:16][CH:15]=1. Yields the product CC(C1=CC=C(C=C1)SC)SC1=NC=NC2=C1N=C(N=C2N2CCS(CC2)=O)N2CCNCC2 (8-(α-Methyl-4-methylthiobenzyl-thio)-4-(1-oxido-thiomorpholino)-2-piperazino-pyrimido-[5,4-d]-pyrimidine). Procedure: This compound was prepared analogous to Example 1 from 2-chloro-8-(α-methyl-4-methylthiobenzyl-thio)-4-(1-oxido-thiomorpholino)-pyrimido-[5,4-d]-pyrimidine (m.p.: 200°-202° C.) and piperazine. Starting materials: ClC=1N=C(C2=C(N1)C(=NC=N2)SC(C2=CC=C(C=C2)SC)C)N2CCS(CC2)=O (2-chloro-8-(α-methyl-4-methylthiobenzyl-thio)-4-(1-oxido-thiomorpholino)-pyrimido-[5,4-d]-pyrimidine), N1CCNCC1 (piperazine).